The task is: describe an organic reaction: reactants, conditions, products, and yield. This data is from the Open Reaction Database (ORD), a public repository of structured organic reaction records. Reactants: CN(C(=O)CNC(C1=CC(=C(C=C1)NC)[N+](=O)[O-])=O)C (N-dimethylcarbamoylmethyl-4-methylamino-3-nitro-benzamide). Reagents/catalysts: [Pd] (Pd—C). Run in CO (methanol). Product: NC=1C=C(C(=O)NCC(N(C)C)=O)C=CC1NC (3-Amino-N-dimethylcarbamoylmethyl-4-methylamino-benzamide). Yield: 98.0%. As a reaction SMILES: [CH3:1][N:2]([CH3:20])[C:3]([CH2:5][NH:6][C:7](=[O:19])[C:8]1[CH:13]=[CH:12][C:11]([NH:14][CH3:15])=[C:10]([N+:16]([O-])=O)[CH:9]=1)=[O:4]>CO.[Pd]>[NH2:16][C:10]1[CH:9]=[C:8]([CH:13]=[CH:12][C:11]=1[NH:14][CH3:15])[C:7]([NH:6][CH2:5][C:3](=[O:4])[N:2]([CH3:20])[CH3:1])=[O:19]. Procedure: 3-Amino-N-dimethylcarbamoylmethyl-4-methylamino-benzamide (700 mg) was prepared by following General Procedure B starting from N-dimethylcarbamoylmethyl-4-methylamino-3-nitro-benzamide (800 mg) and Pd—C (160 mg) in methanol (10 mL). Procedure: Compound 3-8 (520 mg) was dissolved in methylene chloride (5 ml), hydrogen chloride-containing dioxane (4 mol/l 5 ml) was added, and the mixture was stirred at room temperature for 12 hr. The reaction mixture was concentrated, and the residue was washed with diethyl ether to give the object product (410 mg) as a white powder. Solvent: C(Cl)Cl (methylene chloride). Product: Cl.NC(CO)(CO)CCC1=CC(=C(C=C1)OCCCCC1CCCCC1)C(F)(F)F (2-amino-2-{2-[4-(4-cyclohexylbutoxy)-3-trifluoromethylphenyl]ethyl}propane-1,3-diol hydrochloride). Reaction conditions: time 12 hour. Starting materials: Cl (hydrogen chloride), O1CCOCC1 (dioxane), C(C)(C)(C)OC(NC(CCC1=CC(=C(C=C1)OCCCCC1CCCCC1)C(F)(F)F)(CO)CO)=O ({3-[4-(4-cyclohexylbutoxy)-3-trifluoromethylphenyl]-1,1-bis(hydroxymethyl)propyl}carbamic acid t-butyl ester). Reaction SMILES: C(OC(=O)[NH:7][C:8]([CH2:34][OH:35])([CH2:32][OH:33])[CH2:9][CH2:10][C:11]1[CH:16]=[CH:15][C:14]([O:17][CH2:18][CH2:19][CH2:20][CH2:21][CH:22]2[CH2:27][CH2:26][CH2:25][CH2:24][CH2:23]2)=[C:13]([C:28]([F:31])([F:30])[F:29])[CH:12]=1)(C)(C)C.[ClH:37].O1CCOCC1>C(Cl)Cl>[ClH:37].[NH2:7][C:8]([CH2:9][CH2:10][C:11]1[CH:16]=[CH:15][C:14]([O:17][CH2:18][CH2:19][CH2:20][CH2:21][CH:22]2[CH2:27][CH2:26][CH2:25][CH2:24][CH2:23]2)=[C:13]([C:28]([F:29])([F:30])[F:31])[CH:12]=1)([CH2:32][OH:33])[CH2:34][OH:35] |f:4.5|. Product: FC(C(=O)O)(F)F.C(C)OC(CCCCCNC(=O)NC1=CC(=C(C=C1)C1=CC(=CC=C1)S(=O)(=O)C1=C(SC(=C1)C(N)=N)SC)C)=O (6-{3-[3′-(5-Carbamimidoyl-2-methylsulfanyl-thiophene-3-sulfonyl)-2-methyl-biphenyl-4-yl]-ureido}-hexanoic acid ethyl ester trifluoroacetate). Reported procedure: Following the procedure in Example 1: step d, 6-(3-{3′-[5-(tert-butoxycarbonylamino-imino-methyl)-2-methylsulfanyl-thiophene-3-sulfonyl]-2-methyl-biphenyl-4-yl}-ureido)-hexanoic acid ethyl ester ((Example 311: step a) 12 mg) was treated with 1:1 TFA/DCM. Purification by HPLC yielded the product (8.3 mg) as a white solid. 1H-NMR (CD3OD): δ 8.31 (s, 1H), 7.97 (m, 1H), 7.94 (m, 1H), 7.65 (m, 2H), 7.29 (m, 2H), 7.09 (m, 1H), 4.10 (q, 2H, 7.2 Hz), 3.20 (t, 2H, 7.0 Hz), 2.71 (s, 3H), 2.33 (t, 2H, J=7.... RXN SMILES: [CH2:1]([O:3][C:4](=[O:47])[CH2:5][CH2:6][CH2:7][CH2:8][CH2:9][NH:10][C:11]([NH:13][C:14]1[CH:19]=[CH:18][C:17]([C:20]2[CH:25]=[CH:24][CH:23]=[C:22]([S:26]([C:29]3[CH:33]=[C:32]([C:34]([NH:36]C(OC(C)(C)C)=O)=[NH:35])[S:31][C:30]=3[S:44][CH3:45])(=[O:28])=[O:27])[CH:21]=2)=[C:16]([CH3:46])[CH:15]=1)=[O:12])[CH3:2].[C:48]([OH:54])([C:50]([F:53])([F:52])[F:51])=[O:49].C(Cl)Cl>>[F:51][C:50]([F:53])([F:52])[C:48]([OH:54])=[O:49].[CH2:1]([O:3][C:4](=[O:47])[CH2:5][CH2:6][CH2:7][CH2:8][CH2:9][NH:10][C:11]([NH:13][C:14]1[CH:19]=[CH:18][C:17]([C:20]2[CH:25]=[CH:24][CH:23]=[C:22]([S:26]([C:29]3[CH:33]=[C:32]([C:34](=[NH:35])[NH2:36])[S:31][C:30]=3[S:44][CH3:45])(=[O:27])=[O:28])[CH:21]=2)=[C:16]([CH3:46])[CH:15]=1)=[O:12])[CH3:2] |f:1.2,3.4|. Starting materials: C(C)OC(CCCCCNC(=O)NC1=CC(=C(C=C1)C1=CC(=CC=C1)S(=O)(=O)C1=C(SC(=C1)C(=N)NC(=O)OC(C)(C)C)SC)C)=O (6-(3-{3′-[5-(tert-butoxycarbonylamino-imino-methyl)-2-methylsulfanyl-thiophene-3-sulfonyl]-2-methyl-biphenyl-4-yl}-ureido)-hexanoic acid ethyl ester), C(=O)(C(F)(F)F)O.C(Cl)Cl (TFA DCM). The reactants are BrCc1ccc(Br)cc1, [K+], [OH-], O, c1nnn[nH]1. Yields the product Brc1ccc(Cn2cnnn2)cc1. As a reaction SMILES: [Br:8][c:9]1[cH:10][cH:11][c:12]([CH2:13][Br:14])[cH:15][cH:16]1.[K+:2].[OH-:1].[OH2:17].[nH:3]1[n:4][n:5][n:6][cH:7]1>>[n:3]1([CH2:13][c:12]2[cH:11][cH:10][c:9]([Br:8])[cH:16][cH:15]2)[n:4][n:5][n:6][cH:7]1.